This data is from the Open Reaction Database (ORD), a public repository of structured organic reaction records. The task is: describe an organic reaction: reactants, conditions, products, and yield Starting materials: Brc1sc(Br)c2c1CNC2, Br, CN(C)C=O, CCN(C(C)C)C(C)C, ClCc1cn(C(c2ccccc2)(c2ccccc2)c2ccccc2)cn1. Yields the product Brc1sc(Br)c2c1CN(Cc1cn(C(c3ccccc3)(c3ccccc3)c3ccccc3)cn1)C2. As a reaction SMILES: [Br:2][c:3]1[s:4][c:5]([Br:11])[c:6]2[c:7]1[CH2:8][NH:9][CH2:10]2.[BrH:1].[CH3:47][N:48]([CH3:49])[CH:50]=[O:51].[CH:38]([N:39]([CH2:40][CH3:41])[CH:42]([CH3:43])[CH3:44])([CH3:45])[CH3:46].[c:12]1([C:18]([n:19]2[cH:20][n:21][c:22]([CH2:24][Cl:25])[cH:23]2)([c:26]2[cH:27][cH:28][cH:29][cH:30][cH:31]2)[c:32]2[cH:33][cH:34][cH:35][cH:36][cH:37]2)[cH:13][cH:14][cH:15][cH:16][cH:17]1>>[Br:2][c:3]1[s:4][c:5]([Br:11])[c:6]2[c:7]1[CH2:8][N:9]([CH2:24][c:22]1[n:21][cH:20][n:19]([C:18]([c:12]3[cH:13][cH:14][cH:15][cH:16][cH:17]3)([c:26]3[cH:27][cH:28][cH:29][cH:30][cH:31]3)[c:32]3[cH:33][cH:34][cH:35][cH:36][cH:37]3)[cH:23]1)[CH2:10]2. Starting materials: OC(CN)COCC1=CC(=CC=C1)CN1CCCCC1 (2-hydroxy-3-[3-(1-piperidylmethyl)benzyloxy]propylamine), C(C)OC1=C(C(C1=O)=O)OCC (1,2-diethoxycyclobutene-3,4-dione). Solvent: C(C)O (ethanol). Reaction conditions: time 5 hour. Product: OC(CNC1=C(C(C1=O)=O)OCC)COCC1=CC(=CC=C1)CN1CCCCC1 (1-[2-Hydroxy-3-[3-(1-piperidylmethyl)benzyloxy]propylamino]-2-ethoxy-cyclobutene-3,4-dione). Reaction SMILES: [OH:1][CH:2]([CH2:5][O:6][CH2:7][C:8]1[CH:13]=[CH:12][CH:11]=[C:10]([CH2:14][N:15]2[CH2:20][CH2:19][CH2:18][CH2:17][CH2:16]2)[CH:9]=1)[CH2:3][NH2:4].[CH2:21]([O:23][C:24]1[C:27](=O)[C:26](=[O:29])[C:25]=1[O:30]CC)[CH3:22]>C(O)C>[OH:1][CH:2]([CH2:5][O:6][CH2:7][C:8]1[CH:13]=[CH:12][CH:11]=[C:10]([CH2:14][N:15]2[CH2:20][CH2:19][CH2:18][CH2:17][CH2:16]2)[CH:9]=1)[CH2:3][NH:4][C:27]1[C:26](=[O:29])[C:25](=[O:30])[C:24]=1[O:23][CH2:21][CH3:22]. Procedure details: 2.78 g (0.01 mol) of 2-hydroxy-3-[3-(1-piperidylmethyl)benzyloxy]propylamine in 10 ml of ethanol are slowly added dropwise to 1.70 g (0.01 mol) of 1,2-diethoxycyclobutene-3,4-dione and the mixture is stirred for 5 hours. The title compound, which is obtained after the reaction solution has been concentrated by evaporation, is subsequently reacted without further purification. The reactants are CCOC(C)=O, O=C(NCc1cccnc1)c1ccc(Cl)nc1Cl, NCCc1cccc(F)c1, [K+], [K+], O=C([O-])[O-], CN(C)C=O. Product: O=C(NCc1cccnc1)c1ccc(Cl)nc1NCCc1cccc(F)c1. As a reaction SMILES: [CH3:40][CH2:41][O:42][C:43](=[O:44])[CH3:45].[Cl:1][c:2]1[c:3]([C:4](=[O:5])[NH:6][CH2:7][c:8]2[cH:9][n:10][cH:11][cH:12][cH:13]2)[cH:14][cH:15][c:16]([Cl:18])[n:17]1.[F:19][c:20]1[cH:21][c:22]([CH2:23][CH2:24][NH2:25])[cH:26][cH:27][cH:28]1.[K+:29].[K+:30].[O-:31][C:32]([O-:33])=[O:34].[O:35]=[CH:36][N:37]([CH3:38])[CH3:39]>>[c:2]1([NH:25][CH2:24][CH2:23][c:22]2[cH:21][c:20]([F:19])[cH:28][cH:27][cH:26]2)[c:3]([C:4](=[O:5])[NH:6][CH2:7][c:8]2[cH:9][n:10][cH:11][cH:12][cH:13]2)[cH:14][cH:15][c:16]([Cl:18])[n:17]1. Starting materials: ClC1=CC(=C(C=C1)N1N=C2CCCCC2CC1=O)F (2-(4-chloro-2-fluorophenyl)-4,4a,5,6,7,8-hexahydro-3(2H)-cinnolinone), BrBr (bromine). The solvent is C(C)(=O)O (acetic acid), C(C)(=O)O (acetic acid). The product is ClC1=CC(=C(C=C1)N1N=C2CCCCC2=CC1=O)F (2-(4-chloro-2-fluorophenyl)-5,6,7,8-tetrahydro-3(2H)-cinnolinone). As a reaction SMILES: [Cl:1][C:2]1[CH:7]=[CH:6][C:5]([N:8]2[C:17](=[O:18])[CH2:16][CH:15]3[C:10]([CH2:11][CH2:12][CH2:13][CH2:14]3)=[N:9]2)=[C:4]([F:19])[CH:3]=1.BrBr>C(O)(=O)C>[Cl:1][C:2]1[CH:7]=[CH:6][C:5]([N:8]2[C:17](=[O:18])[CH:16]=[C:15]3[C:10]([CH2:11][CH2:12][CH2:13][CH2:14]3)=[N:9]2)=[C:4]([F:19])[CH:3]=1. Procedure details: 12.9 Parts of 2-(4-chloro-2-fluorophenyl)-4,4a,5,6,7,8-hexahydro-3(2H)-cinnolinone was dissolved in 30 parts of glacial acetic acid. To the reaction solution was added a solution of 7.4 parts of bromine in 5 parts glacial acetic acid. After addition was complete, the reaction solution was refluxed for 1.5 hours, then cooled, and the solvent removed under a reduced pressure of 300 mm Hg. The resulting residual brown oil was dissolved in 150 parts of methylene chloride; the organic solution was wa... Reactants: [Li]CCCC (n-BuLi), BrC(=CC=1N=CN(C1)C(C1=CC=CC=C1)(C1=CC=CC=C1)C1=CC=CC=C1)Br (4-(2,2-dibromovinyl)-1-(triphenylmethyl)imidazole). Run in C1CCOC1 (THF). Product: C1(=CC=CC=C1)C(N1C=NC(=C1)C#C)(C1=CC=CC=C1)C1=CC=CC=C1 (2[1-triphenylmethyl-1H-imidazol-4yl]ethyne). As a reaction SMILES: [Li]CCCC.Br[C:7](Br)=[CH:8][C:9]1[N:10]=[CH:11][N:12]([C:14]([C:27]2[CH:32]=[CH:31][CH:30]=[CH:29][CH:28]=2)([C:21]2[CH:26]=[CH:25][CH:24]=[CH:23][CH:22]=2)[C:15]2[CH:20]=[CH:19][CH:18]=[CH:17][CH:16]=2)[CH:13]=1>C1COCC1>[C:27]1([C:14]([C:15]2[CH:16]=[CH:17][CH:18]=[CH:19][CH:20]=2)([C:21]2[CH:22]=[CH:23][CH:24]=[CH:25][CH:26]=2)[N:12]2[CH:13]=[C:9]([C:8]#[CH:7])[N:10]=[CH:11]2)[CH:32]=[CH:31][CH:30]=[CH:29][CH:28]=1. Procedure: n-BuLi (0.192 ml, 0.48 mmol) was added to a solution of 4-(2,2-dibromovinyl)-1-(triphenylmethyl)imidazole (108 mg, 0.22 mmol) in THF (5 ml) at -78° C. under N2. The reaction mixture was quenched by the addition of saturated ammonium chloride (50 ml) and extracted with ethyl acetate (75 ml). The ethyl acetate layer was washed with water (50 ml), separated, dried over anhydrous sodium sulfate, filtered and concentrated. Purification by flash chromatography gave 2[1-triphenylmethyl-1H-imidazol-4yl]... Reaction SMILES: C([O:4][C@@H:5]([CH3:41])[C:6]([NH:8][CH2:9][C@@H:10]1[CH2:15][O:14][C@@H:13]([C@H:16]2[O:20][N:19]=[C:18]([C:21]3[CH:26]=[C:25]([C:27](=[O:39])[NH:28][CH2:29][C:30]4[CH:35]=[CH:34][C:33]([F:36])=[C:32]([O:37][CH3:38])[CH:31]=4)[N:24]=[C:23]([CH3:40])[N:22]=3)[CH2:17]2)[CH2:12][O:11]1)=[O:7])(=O)C.[OH-].[Li+]>C(#N)C.CCOC(C)=O>[F:36][C:33]1[CH:34]=[CH:35][C:30]([CH2:29][NH:28][C:27]([C:25]2[CH:26]=[C:21]([C:18]3[CH2:17][C@@H:16]([C@H:13]4[CH2:12][O:11][C@H:10]([CH2:9][NH:8][C:6](=[O:7])[C@@H:5]([OH:4])[CH3:41])[CH2:15][O:14]4)[O:20][N:19]=3)[N:22]=[C:23]([CH3:40])[N:24]=2)=[O:39])=[CH:31][C:32]=1[O:37][CH3:38] |f:1.2|. Procedure details: To a stirred solution of (S)-1-(((2R,5R)-5-((S)-3-(6-(4-fluoro-3-methoxybenzylcarbamoyl)-2-methylpyrimidin-4-yl)-4,5-dihydroisoxazol-5-yl)-1,4-dioxan-2-yl)methylamino)-1-oxopropan-2-yl acetate (0.11 g, 0.192 mmol) in ACN (3 mL) was added 2.5M lithium hydroxide (1.151 mL, 2.88 mmol) at RT. The reaction mixture was stirred for 3 h, diluted with EtOAc (25 mL) and washed with brine solution (2×15 mL). The organic layer was dried over sodium sulfate and concentrated under reduced pressure. The result... Conditions: time 3 hour. The yield is 53.9%. Yields the product FC1=C(C=C(CNC(=O)C2=NC(=NC(=C2)C2=NO[C@@H](C2)[C@@H]2OC[C@H](OC2)CNC([C@H](C)O)=O)C)C=C1)OC (N-(4-fluoro-3-methoxybenzyl)-6-((S)-5-((2R,5R)-5-(((S)-2-hydroxypropanamido) methyl)-1,4-dioxan-2-yl)-4,5-dihydroisoxazol-3-yl)-2-methylpyrimidine-4-carboxamide). Starting materials: C(C)(=O)O[C@H](C(=O)NC[C@H]1OC[C@@H](OC1)[C@@H]1CC(=NO1)C1=NC(=NC(=C1)C(NCC1=CC(=C(C=C1)F)OC)=O)C)C ((S)-1-(((2R,5R)-5-((S)-3-(6-(4-fluoro-3-methoxybenzylcarbamoyl)-2-methylpyrimidin-4-yl)-4,5-dihydroisoxazol-5-yl)-1,4-dioxan-2-yl)methylamino)-1-oxopropan-2-yl acetate), [OH-].[Li+] (lithium hydroxide). The solvent is CCOC(=O)C (EtOAc), C(C)#N (ACN).